From a dataset of the Open Reaction Database (ORD), a public repository of structured organic reaction records. describe an organic reaction: reactants, conditions, products, and yield Reactants: C1CCOC1, CCOC(C)=O, OC1CCc2nn(-c3c(Cl)cc(C(F)(F)F)cc3Cl)cc21, [Na+], O=C([O-])O, O=S(Cl)Cl. Product: FC(F)(F)c1cc(Cl)c(-n2cc3c(n2)CCC3Cl)c(Cl)c1. As a reaction SMILES: [CH2:37]1[O:38][CH2:39][CH2:40][CH2:41]1.[CH3:26][CH2:27][O:28][C:29]([CH3:30])=[O:31].[Cl:5][c:6]1[c:7](-[n:17]2[n:18][c:19]3[c:20]([cH:21]2)[CH:22]([OH:25])[CH2:23][CH2:24]3)[c:8]([Cl:16])[cH:9][c:10]([C:12]([F:13])([F:14])[F:15])[cH:11]1.[Na+:36].[O-:32][C:33]([OH:34])=[O:35].[S:1]([Cl:2])([Cl:3])=[O:4]>>[Cl:3][CH:22]1[c:20]2[c:19]([n:18][n:17](-[c:7]3[c:6]([Cl:5])[cH:11][c:10]([C:12]([F:13])([F:14])[F:15])[cH:9][c:8]3[Cl:16])[cH:21]2)[CH2:24][CH2:23]1. The reactants are FC1=C(C=CC=C1F)Br (2,3-difluoro-1-bromobenzene), C(CCCC)[C@@H]1CC[C@H](CC1)CCCCC1CCC(CC1)=O (4-(4-(trans-4-pentylcyclohexyl)butyl)cyclohexanone), [Cl-].[NH4+] (ammonium chloride), [Mg] (magnesium). Run in C1CCOC1 (THF), C1CCOC1 (THF), C1CCOC1 (THF). Reaction conditions: temperature 50 celsius, time 1 hour. Yields the product FC1=C(C(=CC=C1)C1=CCC(CC1)CCCC[C@@H]1CC[C@H](CC1)CCCCC)F (1,2-difluoro-3-(4-(4-(trans-4-pentylcyclohexyl)-butyl)cyclohexene-1-yl)benzene). Yield: 66.4%. Reaction SMILES: [Mg].[F:2][C:3]1[C:8]([F:9])=[CH:7][CH:6]=[CH:5][C:4]=1Br.[CH2:11]([C@H:16]1[CH2:21][CH2:20][C@H:19]([CH2:22][CH2:23][CH2:24][CH2:25][CH:26]2[CH2:31][CH2:30][C:29](=O)[CH2:28][CH2:27]2)[CH2:18][CH2:17]1)[CH2:12][CH2:13][CH2:14][CH3:15].[Cl-].[NH4+]>C1COCC1>[F:9][C:8]1[CH:7]=[CH:6][CH:5]=[C:4]([C:29]2[CH2:30][CH2:31][CH:26]([CH2:25][CH2:24][CH2:23][CH2:22][C@H:19]3[CH2:18][CH2:17][C@H:16]([CH2:11][CH2:12][CH2:13][CH2:14][CH3:15])[CH2:21][CH2:20]3)[CH2:27][CH:28]=2)[C:3]=1[F:2] |f:3.4|. Procedure details: Under nitrogen gas stream, 52.3 g (2150 mmol) of magnesium was added in 100 ml of THF, and a solution of 378 g (1960 mmol) of 2,3-difluoro-1-bromobenzene in 4.0 l of THF was added by drops thereto so that the reaction temperature was maintained at about 50° C. Further, after stirred at room temperature for 1 hour, a solution of 500 g (1630 mmol) of 4-(4-(trans-4-pentylcyclohexyl)butyl)cyclohexanone in 5.0 l of THF was added by drops to the solution and stirred at 50 to 60° C. for 2 hours, and th... The reactants are COC(C1=C(C=CC=C1)NCC1=CC(=NC=C1)Br)=O (2-[(2-bromo-pyridin-4-ylmethyl)-amino]-benzoic acid methyl ester), P(=O)([O-])([O-])[O-].[K+].[K+].[K+] (potassium phosphate), N1C(CCC1)=O (pyrrolidin-2-one), O (water). The reagents and catalysts are [Cu]I (copper (I) iodide). Run in O1CCOCC1 (dioxane). Yields the product COC(C1=C(C=CC=C1)NCC1=CC(=NC=C1)N1C(CCC1)=O)=O (2-{[2-(2-oxo-pyrrolidin-1-yl)-pyridin-4-ylmethyl]-amino}-benzoic acid methyl ester). Yield: 77.4%. As a reaction SMILES: [CH3:1][O:2][C:3](=[O:19])[C:4]1[CH:9]=[CH:8][CH:7]=[CH:6][C:5]=1[NH:10][CH2:11][C:12]1[CH:17]=[CH:16][N:15]=[C:14](Br)[CH:13]=1.P([O-])([O-])([O-])=O.[K+].[K+].[K+].[NH:28]1[CH2:32][CH2:31][CH2:30][C:29]1=[O:33].O>O1CCOCC1.[Cu]I>[CH3:1][O:2][C:3](=[O:19])[C:4]1[CH:9]=[CH:8][CH:7]=[CH:6][C:5]=1[NH:10][CH2:11][C:12]1[CH:17]=[CH:16][N:15]=[C:14]([N:28]2[CH2:32][CH2:31][CH2:30][C:29]2=[O:33])[CH:13]=1 |f:1.2.3.4|. Procedure details: 870 mg (2.78 mmol) of 2-[(2-bromo-pyridin-4-ylmethyl)-amino]-benzoic acid methyl ester, 53 mg (0.28 mmol) of copper (I) iodide, 1.126 g (5.5 mmol) of potassium phosphate and 0.26 ml (3.6 mmol) of pyrrolidin-2-one are refluxed in 15 ml of dioxane for 8 hours. After water is added, the dioxane is distilled off in a vacuum, made alkaline with about 12% ammonia solution and shaken out several times with ethyl acetate. The collected ethyl acetate phase is washed, dried, filtered and concentrated by e... Reactants: COc1ccc(COC(=O)C(CC(C)C)Nc2nn(C(=O)OC(C)(C)C)cc2-c2ccc(N3CCN(C(=O)OC(C)(C)C)CC3)cc2)cc1, CCO. Product: CC(C)CC(Nc1nn(C(=O)OC(C)(C)C)cc1-c1ccc(N2CCN(C(=O)OC(C)(C)C)CC2)cc1)C(=O)O. Reaction SMILES: [C:1]([CH3:2])([CH3:3])([CH3:4])[O:5][C:6](=[O:7])[n:8]1[n:9][c:10]([NH:32][CH:33]([CH2:34][CH:35]([CH3:36])[CH3:37])[C:38](=[O:39])[O:40][CH2:41][c:42]2[cH:43][cH:44][c:45]([O:46][CH3:47])[cH:48][cH:49]2)[c:11](-[c:13]2[cH:14][cH:15][c:16]([N:19]3[CH2:20][CH2:21][N:22]([C:25](=[O:26])[O:27][C:28]([CH3:29])([CH3:30])[CH3:31])[CH2:23][CH2:24]3)[cH:17][cH:18]2)[cH:12]1.[CH3:50][CH2:51][OH:52]>>[C:1]([CH3:2])([CH3:3])([CH3:4])[O:5][C:6](=[O:7])[n:8]1[n:9][c:10]([NH:32][CH:33]([CH2:34][CH:35]([CH3:36])[CH3:37])[C:38](=[O:39])[OH:40])[c:11](-[c:13]2[cH:14][cH:15][c:16]([N:19]3[CH2:20][CH2:21][N:22]([C:25](=[O:26])[O:27][C:28]([CH3:29])([CH3:30])[CH3:31])[CH2:23][CH2:24]3)[cH:17][cH:18]2)[cH:12]1.